Task: describe an organic reaction: reactants, conditions, products, and yield. Dataset: the Open Reaction Database (ORD), a public repository of structured organic reaction records Starting materials: OC1=CC=C(C(=O)O)C=C1 (p-hydroxybenzoic acid), [H-].[Na+] (sodium hydride), C(C)(=O)OCC (ethyl acetate), C1(=CCCCC1)Br (cyclohexenyl bromide). Run in C1CCOC1 (THF). Product: C1(=CCCCC1)OC1=CC=C(C(=O)O)C=C1 (4-(1-Cyclohexenyloxy)benzoic acid). RXN SMILES: [OH:1][C:2]1[CH:10]=[CH:9][C:5]([C:6]([OH:8])=[O:7])=[CH:4][CH:3]=1.[H-].[Na+].[C:13]1(Br)[CH2:18][CH2:17][CH2:16][CH2:15][CH:14]=1.C(OCC)(=O)C>C1COCC1>[C:13]1([O:1][C:2]2[CH:10]=[CH:9][C:5]([C:6]([OH:8])=[O:7])=[CH:4][CH:3]=2)[CH2:18][CH2:17][CH2:16][CH2:15][CH:14]=1 |f:1.2|. Reported procedure: To a stirred solution of p-hydroxybenzoic acid (1.38 gm, 10 mmol) in THF (30 ml) is added sodium hydride (0.48 g, 20 mmol), followed by cyclohexenyl bromide (1.63 gm 10 mM). The mixture is heated to reflux for 12 hours. After cooling the reaction mixture is poured into ethyl acetate and extracted with 1N NaOH (3×). The combined aqueous extracts are combined, acidified to pH 2 with concentrated HCl, and extracted 3× with ethyl acetate. The combined organic extracts are dried over Na2SO4 and evapo... Starting materials: C(=C)OCC (Ethyl vinyl ether), C1(=CC=C(C=C1)S(=O)(=O)[O-])C.[NH+]1=CC=CC=C1 (pyridinium p-toluenesulfonate), C(C)(=O)OC1C(CCC(CC(=O)OC(C(C=C1)C)C(=CC=CC(CC1C(C(C(CC)OC(COCC)=O)C)O1)C)C)O[Si](C)(C)C(C)(C)C)(C)O (7-acetoxy-3-t-butyldimethylsiloxy-21-ethoxyacetoxy-6-hydroxy-6,10,12,16,20-pentamethyl-18,19-epoxytricosa-8,12,14-trien-11-olide). Solvent: ClCCl (dichloromethane), C(C)(=O)OCC (ethyl acetate). Reaction conditions: time 17 hour. Product: C(C)(=O)OC\1C(CCC(CC(=O)OC(C(/C=C1)C)\C(=C\C=C\C(CC1C(C(C(CC)OC(COCC)=O)C)O1)C)\C)O[Si](C)(C)C(C)(C)C)(C)OC(C)OCC ((8E,12E,14E)-7-Acetoxy-3-t-butyldimethylsiloxy-21-ethoxyacetoxy-6-(1-ethoxyethoxy)-6,10,12,16,20-pentamethyl-18,19-epoxytricosa-8,12,14-trien-11-olide). Yield: 54.9%. RXN SMILES: [CH:1]([O:3][CH2:4][CH3:5])=[CH2:2].C1(C)C=CC(S([O-])(=O)=O)=CC=1.[NH+]1C=CC=CC=1.[C:23]([O:26][CH:27]1[CH:39]=[CH:38][CH:37]([CH3:40])[CH:36]([C:41]([CH3:63])=[CH:42][CH:43]=[CH:44][CH:45]([CH3:62])[CH2:46][CH:47]2[O:61][CH:48]2[CH:49]([CH3:60])[CH:50]([O:53][C:54](=[O:59])[CH2:55][O:56][CH2:57][CH3:58])[CH2:51][CH3:52])[O:35][C:33](=[O:34])[CH2:32][CH:31]([O:64][Si:65]([C:68]([CH3:71])([CH3:70])[CH3:69])([CH3:67])[CH3:66])[CH2:30][CH2:29][C:28]1([OH:73])[CH3:72])(=[O:25])[CH3:24]>ClCCl.C(OCC)(=O)C>[C:23]([O:26][CH:27]1[C:28]([O:73][CH:1]([O:3][CH2:4][CH3:5])[CH3:2])([CH3:72])[CH2:29][CH2:30][CH:31]([O:64][Si:65]([C:68]([CH3:69])([CH3:70])[CH3:71])([CH3:66])[CH3:67])[CH2:32][C:33]([O:35][CH:36](/[C:41](/[CH3:63])=[CH:42]/[CH:43]=[CH:44]/[CH:45]([CH3:62])[CH2:46][CH:47]2[O:61][CH:48]2[CH:49]([CH3:60])[CH:50]([O:53][C:54](=[O:59])[CH2:55][O:56][CH2:57][CH3:58])[CH2:51][CH3:52])[CH:37]([CH3:40])[CH:38]=[CH:39]1)=[O:34])(=[O:25])[CH3:24] |f:1.2|. Procedure details: Ethyl vinyl ether (82 mg, 1.1 mmol) and pyridinium p-toluenesulfonate (9.2 mg, 0.036 mmol) were added to a solution of 7-acetoxy-3-t-butyldimethylsiloxy-21-ethoxyacetoxy-6-hydroxy-6,10,12,16,20-pentamethyl-18,19-epoxytricosa-8,12,14-trien-11-olide (27 mg, 0.036 mmol) in dichloromethane (1.5 mL) at room temperature. The mixture was stirred at room temperature for 17 hours. The reaction solution was diluted with ethyl acetate, washed with brine, dried over anhydrous magnesium sulfate and evaporate... Reactants: BrC1=CC=C(C=C1)C(CC(=O)C1=CC(=NC=C1)C)C1=C(C=C(C=C1)F)C (3-(4-bromophenyl)-3-(4-fluoro-2-methylphenyl)-1-(2-methylpyridin-4-yl)propan-1-one), Cl.NO (hydroxylamine hydrochloride), C(=O)(O)[O-].[Na+] (NaHCO3). Product: BrC1=CC=C(C=C1)C(C\C(=N/O)\C1=CC(=NC=C1)C)C1=C(C=C(C=C1)F)C ((E)-3-(4-Bromophenyl)-3-(4-fluoro-2-methylphenyl)-1-(2-methylpyridin-4-yl)propan-1-one oxime). Reaction SMILES: [Br:1][C:2]1[CH:7]=[CH:6][C:5]([CH:8]([C:19]2[CH:24]=[CH:23][C:22]([F:25])=[CH:21][C:20]=2[CH3:26])[CH2:9][C:10]([C:12]2[CH:17]=[CH:16][N:15]=[C:14]([CH3:18])[CH:13]=2)=O)=[CH:4][CH:3]=1.Cl.[NH2:28][OH:29].C([O-])(O)=O.[Na+]>>[Br:1][C:2]1[CH:7]=[CH:6][C:5]([CH:8]([C:19]2[CH:24]=[CH:23][C:22]([F:25])=[CH:21][C:20]=2[CH3:26])[CH2:9]/[C:10](/[C:12]2[CH:17]=[CH:16][N:15]=[C:14]([CH3:18])[CH:13]=2)=[N:28]\[OH:29])=[CH:4][CH:3]=1 |f:1.2,3.4|. Procedure: In analogy to example 74, step 7, from 3-(4-bromophenyl)-3-(4-fluoro-2-methylphenyl)-1-(2-methylpyridin-4-yl)propan-1-one and hydroxylamine hydrochloride in the presence of NaHCO3 was prepared the title compound which contains less than 10% of the Z isomer as a white foam, MS (ESI+): m/z=427.08 [M+H]+. Reactants: [N+](=O)([O-])C1=CC=C(C=C1)OC(\C=C\[C@H]1C(C1)(C1=CC(=CC=C1)OC)C1=CC(=CC=C1)OC)=O ((S)-(E)-3-[2,2-bis(3-methoxyphenyl)cyclopropyl]-2-propenoic acid 4-nitrophenyl ester), C[C@H](CCCC=1C=NC=CC1)N ((R)-alpha-methyl-3-pyridinebutanamine). Solvent: O1CCCC1 (tetrahydrofuran). The product is COC=1C=C(C=CC1)C1([C@H](C1)/C=C/C(=O)N[C@H](CCCC=1C=NC=CC1)C)C1=CC(=CC=C1)OC ((S,R*)-(E)-3-[2,2-bis(3-methoxyphenyl)-cyclopropyl]-N-[1-methyl-4-(3-pyridinyl)butyl]-2-propenamide). Yield: 60.3%. Reaction SMILES: [N+](C1C=CC([O:10][C:11](=O)/[CH:12]=[CH:13]/[C@@H:14]2[CH2:16][C:15]2([C:25]2[CH:30]=[CH:29][CH:28]=[C:27]([O:31][CH3:32])[CH:26]=2)[C:17]2[CH:22]=[CH:21][CH:20]=[C:19]([O:23][CH3:24])[CH:18]=2)=CC=1)([O-])=O.[CH3:34][C@@H:35]([NH2:45])[CH2:36][CH2:37][CH2:38][C:39]1[CH:40]=[N:41][CH:42]=[CH:43][CH:44]=1>O1CCCC1>[CH3:32][O:31][C:27]1[CH:26]=[C:25]([C:15]2([C:17]3[CH:22]=[CH:21][CH:20]=[C:19]([O:23][CH3:24])[CH:18]=3)[CH2:16][C@@H:14]2/[CH:13]=[CH:12]/[C:11]([NH:45][C@@H:35]([CH3:34])[CH2:36][CH2:37][CH2:38][C:39]2[CH:40]=[N:41][CH:42]=[CH:43][CH:44]=2)=[O:10])[CH:30]=[CH:29][CH:28]=1. Reported procedure: As in example 141, (S)-(E)-3-[2,2-bis(3-methoxyphenyl)cyclopropyl]-2-propenoic acid 4-nitrophenyl ester (2.2 g) was reacted with (R)-alpha-methyl-3-pyridinebutanamine (0.81 g) in tetrahydrofuran (15 mL) at ambient temperature overnight. The crude product, isolated in the usual manner, was purified by HPLC (ethyl acetate) and then crystallized from ethyl acetate-hexane to give 1.4 g of (S,R*)-(E)-3-[2,2-bis(3-methoxyphenyl)-cyclopropyl]-N-[1-methyl-4-(3-pyridinyl)butyl]-2-propenamide, mp 104°-106...